This data is from the Open Reaction Database (ORD), a public repository of structured organic reaction records. The task is: describe an organic reaction: reactants, conditions, products, and yield Starting materials: C1(=CC=CC=2CCCCC12)C(=O)Cl (5,6,7,8-tetrahydro-1-naphthalenecarbonyl chloride), O (H2O), FC=1C=C(C=CC1F)C(CCO)CNC (3-(3,4-difluorophenyl)-N-methyl-4-amino-1-butanol). The solvent is C(Cl)Cl (DCM), C(Cl)Cl (DCM), C(Cl)Cl (DCM), [OH-].[Na+] (NaOH). Conditions: temperature 0 celsius, time 2.5 hour. The product is FC=1C=C(C=CC1F)C(CN(C(=O)C1=CC=CC=2CCCCC12)C)CCO (N-[2-(3,4-Difluorophenyl)-4-hydroxybutyl]-N-methyl-5,6,7,8-tetrahydro-1-naphthamide). Yield: 78.6%. RXN SMILES: [F:1][C:2]1[CH:3]=[C:4]([CH:9]([CH2:13][NH:14][CH3:15])[CH2:10][CH2:11][OH:12])[CH:5]=[CH:6][C:7]=1[F:8].[C:16]1([C:26](Cl)=[O:27])[C:25]2[CH2:24][CH2:23][CH2:22][CH2:21][C:20]=2[CH:19]=[CH:18][CH:17]=1.O>C(Cl)Cl.[OH-].[Na+]>[F:1][C:2]1[CH:3]=[C:4]([CH:9]([CH2:10][CH2:11][OH:12])[CH2:13][N:14]([CH3:15])[C:26]([C:16]2[C:25]3[CH2:24][CH2:23][CH2:22][CH2:21][C:20]=3[CH:19]=[CH:18][CH:17]=2)=[O:27])[CH:5]=[CH:6][C:7]=1[F:8] |f:4.5|. Procedure details: To a stirred cooled (0° C.) mixture of 3-(3,4-difluorophenyl)-N-methyl-4-amino-1-butanol (0.917 g, 4.26 mmol) in DCM (35 mL) and 1N NaOH (10 mL) was added dropwise a solution of 5,6,7,8-tetrahydro-1-naphthalenecarbonyl chloride (0.829 g, 4.26 mmol) in DCM (20 mL). The mixture was stirred at 0° C. for 2.5 h, additional H2O and DCM were added and the mixture was extracted with DCM (2×20 mL). The combined organic layers were dried (MgSO4), filtered, and concentrated in vacuo. Purification by chroma... Reaction SMILES: [C:1]1([CH:6]=[C:7]2[CH2:16][CH2:15][C:14]3[CH:13]=[C:12]([C:17]([O:19]C)=[O:18])[CH:11]=[CH:10][C:9]=3[C:8]2=O)[CH2:5][CH2:4][CH2:3][CH:2]=1.Cl.[NH:23]([C:25]1[CH:32]=[CH:31][C:28]([C:29]#[N:30])=[C:27]([CH3:33])[CH:26]=1)[NH2:24]>>[C:29]([C:28]1[CH:31]=[CH:32][C:25]([N:23]2[CH:6]([C:1]3[CH2:5][CH2:4][CH2:3][CH:2]=3)[CH:7]3[C:8]([C:9]4[CH:10]=[CH:11][C:12]([C:17]([OH:19])=[O:18])=[CH:13][C:14]=4[CH2:15][CH2:16]3)=[N:24]2)=[CH:26][C:27]=1[CH3:33])#[N:30] |f:1.2|. Yields the product C(#N)C1=C(C=C(C=C1)N1N=C2C3=C(CCC2C1C1=CCCC1)C=C(C=C3)C(=O)O)C (2-(4-cyano-3-methylphenyl)-3-cyclopentenyl-3,3a,4,5-tetrahydro-2H-benzo[g]indazole-7-carboxylic acid). Procedure: The title compound was injustices prepared from methyl 6-(cyclopent-1-en-1-ylmethylene)-5-oxo-5,6,7,8-tetrahydronaphthalene-2-carboxylate; Preparation 24 and 4-hydrazinyl-2-methylbenzonitrile hydrochloride; Preparation 2 according to Method B and Method C. The title compound was largely present as (±)-(3RS,3aRS)-2-(4-cyano-3-methylphenyl)-3-cyclopentenyl-3,3a,4,5-tetrahydro-2H-benzo[g]indazole-7-carboxylic acid. 1H NMR (400 MHz, DMSO-d6) δ ppm 1.36-1.85 (m, 4H), 1.88-2.12 (m, 2H), 2.18 (s, 2H), ... Reactants: C1(=CCCC1)C=C1C(C=2C=CC(=CC2CC1)C(=O)OC)=O (methyl 6-(cyclopent-1-en-1-ylmethylene)-5-oxo-5,6,7,8-tetrahydronaphthalene-2-carboxylate), Cl.N(N)C1=CC(=C(C#N)C=C1)C (4-hydrazinyl-2-methylbenzonitrile hydrochloride). Product: CN1CCCC(CC(=O)c2ccc(F)cc2)C1. Starting materials: BrCCBr, CN1CCCC(CCl)C1, [Cl-], N#Cc1ccc(F)cc1, I, [Mg], [NH4+], C1CCOC1. Reaction SMILES: [CH2:3]([Br:4])[CH2:5][Br:6].[CH3:7][N:8]1[CH2:9][CH:10]([CH2:14][Cl:15])[CH2:11][CH2:12][CH2:13]1.[Cl-:25].[F:16][c:17]1[cH:18][cH:19][c:20]([C:21]#[N:22])[cH:23][cH:24]1.[I:2].[Mg:1].[NH4+:26].[O:27]1[CH2:28][CH2:29][CH2:30][CH2:31]1>>[CH3:7][N:8]1[CH2:9][CH:10]([CH2:14][C:21]([c:20]2[cH:19][cH:18][c:17]([F:16])[cH:24][cH:23]2)=[O:27])[CH2:11][CH2:12][CH2:13]1. Starting materials: ClC=1C(=NC=CC1)CSCCN (2-[(3-chloro-2-pyridyl)methylthio]ethylamine), C(#N)C=C(NC#CC)OCC (1-cyano-2-ethoxy-2-propynylaminoethylene), C(C#C)N (propargylamine), C(#N)C=C(OCC)OCC (1-cyano-2,2-bis(ethoxy)-ethylene). Product: C(#N)C=C(NCCSCC1=NC=CC=C1Cl)NCC#C (1-Cyano-2-(2-propynylamino)-2-{2-[(3-chloro-2-pyridyl)-methylthio]ethylamino}ethylene). RXN SMILES: [Cl:1][C:2]1[C:3]([CH2:8][S:9][CH2:10][CH2:11][NH2:12])=[N:4][CH:5]=[CH:6][CH:7]=1.[C:13]([CH:15]=[C:16](OCC)[NH:17][C:18]#[C:19][CH3:20])#[N:14].C(N)C#C.C(C=C(OCC)OCC)#N>>[C:13]([CH:15]=[C:16]([NH:17][CH2:18][C:19]#[CH:20])[NH:12][CH2:11][CH2:10][S:9][CH2:8][C:3]1[C:2]([Cl:1])=[CH:7][CH:6]=[CH:5][N:4]=1)#[N:14]. Procedure details: When 2-[(3-chloro-2-pyridyl)methylthio]ethylamine is reacted with 1-cyano-2-ethoxy-2-propynylaminoethylene [prepared from propargylamine and 1-cyano-2,2-bis(ethoxy)-ethylene, which is itself prepared according to the procedure described in J. Am.. Chem. Soc., 71, 47 (1949)], the title product is produced. Starting materials: C(C)(C)(C)OC(=O)N1CCC2=C(CC1)C=C(C=C2)O (7-hydroxy-1,2,4,5-tetrahydro-benzo[d]azepine-3-carboxylic acid tert-butyl ester), COC(C1=CC(=CC=C1)CBr)=O (3-bromomethyl-benzoic acid methyl ester), C(C)(C)(C)OC(=O)N1CCC2=C(CC1)C=C(C=C2)OCC2=CC=C(C=C2)C(=O)OC (7-(4-Methoxycarbonyl-benzyloxy)-1,2,4,5-tetrahydro-benzo[d]azepine-3-carboxylic acid tert-butyl ester), COC(C1=CC=C(C=C1)COC1=CC2=C(CCNCC2)C=C1)=O (4-(2,3,4,5-Tetrahydro-1H-benzo[d]azepin-7-yloxymethyl)-benzoic acid methyl ester). Yields the product COC(C1=CC(=CC=C1)COC1=CC2=C(CCN(CC2)C2CCCC2)C=C1)=O (3-(3-Cyclopentyl-2,3,4,5-tetrahydro-1H-benzo[d]azepin-7-yloxymethyl)-benzoic acid methyl ester). RXN SMILES: C(O[C:6]([N:8]1[CH2:14][CH2:13][C:12]2[CH:15]=[C:16]([OH:19])[CH:17]=[CH:18][C:11]=2[CH2:10][CH2:9]1)=O)(C)(C)C.[CH3:20][O:21][C:22](=[O:31])[C:23]1[CH:28]=[CH:27][CH:26]=[C:25]([CH2:29]Br)[CH:24]=1.C(OC(N1CC[C:43]2C=C(OCC3C=CC(C(OC)=O)=CC=3)C=C[C:42]=2[CH2:41][CH2:40]1)=O)(C)(C)C.COC(=O)C1C=CC(COC2C=CC3CCNCCC=3C=2)=CC=1>>[CH3:20][O:21][C:22](=[O:31])[C:23]1[CH:28]=[CH:27][CH:26]=[C:25]([CH2:29][O:19][C:16]2[CH:17]=[CH:18][C:11]3[CH2:10][CH2:9][N:8]([CH:6]4[CH2:43][CH2:42][CH2:41][CH2:40]4)[CH2:14][CH2:13][C:12]=3[CH:15]=2)[CH:24]=1. Procedure: Example 94 (E94) was prepared in an analogous manner to Example 88 (E88) from 7-hydroxy-1,2,4,5-tetrahydro-benzo[d]azepine-3-carboxylic acid tert-butyl ester (WO 02/40471) and 3-bromomethyl-benzoic acid methyl ester using the methods highlighted in Description 3 (D3), Description 4 (D4) and Example 88 (E88); MS (ES+), m/e 380 [M+H]+.